This data is from the Open Reaction Database (ORD), a public repository of structured organic reaction records. The task is: describe an organic reaction: reactants, conditions, products, and yield Reactants: COc1cc(Br)c2c(c1)CCN2, CCC(COC)n1cc(Cl)nc(Cl)c1=O, Cl. Yields the product CCC(COC)n1cc(Cl)nc(N2CCc3cc(OC)cc(Br)c32)c1=O. Reaction SMILES: [Br:17][c:18]1[cH:19][c:20]([O:27][CH3:28])[cH:21][c:22]2[c:26]1[NH:25][CH2:24][CH2:23]2.[Cl:1][c:2]1[c:3](=[O:15])[n:4]([CH:9]([CH2:10][CH3:11])[CH2:12][O:13][CH3:14])[cH:5][c:6]([Cl:8])[n:7]1.[ClH:16]>>[c:2]1([N:25]2[CH2:24][CH2:23][c:22]3[cH:21][c:20]([O:27][CH3:28])[cH:19][c:18]([Br:17])[c:26]32)[c:3](=[O:15])[n:4]([CH:9]([CH2:10][CH3:11])[CH2:12][O:13][CH3:14])[cH:5][c:6]([Cl:8])[n:7]1. Reactants: C(C1=CC=CC=C1)OC=1C=C(C=C(C1)C)OS(=O)(=O)C1=CC=CC2=CC=CC=C12 (1-naphthalenesulfonic acid 3-benzyloxy-5-methylphenyl ester). The reagents and catalysts are [Pd] (palladium on carbon). Procedure details: A mixture of 1-naphthalenesulfonic acid 3-benzyloxy-5-methylphenyl ester (1.0 g, 2.47 mmol), as prepared in the preceding step, and 10% palladium on carbon (200 mg) in ethanol (20 mL) was hydrogenated (balloon) overnight. The catalyst was removed by filtration through diatomaceous earth (methanol washes) and the filtrate was evaporated in vacuo to give the title compound as a colorless syrup (705 mg, 91%). 1H-NMR (300 MHz, CDCl3) δ 2.11 (s, 3H), 4.20 (bs, 1H), 6.16 (t, 1H), 6.47 (t, 1H), 7.51 (t... RXN SMILES: C([O:8][C:9]1[CH:10]=[C:11]([O:16][S:17]([C:20]2[C:29]3[C:24](=[CH:25][CH:26]=[CH:27][CH:28]=3)[CH:23]=[CH:22][CH:21]=2)(=[O:19])=[O:18])[CH:12]=[C:13]([CH3:15])[CH:14]=1)C1C=CC=CC=1>[Pd].C(O)C>[OH:8][C:9]1[CH:10]=[C:11]([O:16][S:17]([C:20]2[C:29]3[C:24](=[CH:25][CH:26]=[CH:27][CH:28]=3)[CH:23]=[CH:22][CH:21]=2)(=[O:19])=[O:18])[CH:12]=[C:13]([CH3:15])[CH:14]=1. Run in C(C)O (ethanol). Yields the product OC=1C=C(C=C(C1)C)OS(=O)(=O)C1=CC=CC2=CC=CC=C12 (1-Naphthalenesulfonic acid 3-hydroxy-5-methylphenyl ester). The yield is 90.8%. Starting materials: C1(=CC=CC=C1)[C@@H](C)N[C@@H](CC=1C=C2C=C(NC2=CC1)C(=O)OC)C (methyl 5-((2R)-2-{[(1R)-1-phenylethyl]amino}propyl)-1H-indole-2-carboxylate), C(=O)[O-].[NH4+] (ammonium formate). The reagents and catalysts are [OH-].[OH-].[Pd+2] (palladium hydroxide on carbon). Solvent: C(C)O (ethanol). Product: N[C@@H](CC=1C=C2C=C(NC2=CC1)C(=O)OC)C (Methyl 5-[(2R)-2-aminopropyl]-1H-indole-2-carboxylate). Yield: 107.6%. Reaction SMILES: C1([C@H]([NH:9][C@H:10]([CH3:25])[CH2:11][C:12]2[CH:13]=[C:14]3[C:18](=[CH:19][CH:20]=2)[NH:17][C:16]([C:21]([O:23][CH3:24])=[O:22])=[CH:15]3)C)C=CC=CC=1.C([O-])=O.[NH4+]>C(O)C.[OH-].[OH-].[Pd+2]>[NH2:9][C@H:10]([CH3:25])[CH2:11][C:12]1[CH:13]=[C:14]2[C:18](=[CH:19][CH:20]=1)[NH:17][C:16]([C:21]([O:23][CH3:24])=[O:22])=[CH:15]2 |f:1.2,4.5.6|. Procedure: A solution of methyl 5-((2R)-2-{[(1R)-1-phenylethyl]amino}propyl)-1H-indole-2-carboxylate (Preparation 15, 9.34 g, 25.0 mmol) in ethanol (125 ml) was treated with ammonium formate (7.90 g, 125 mmol) and palladium hydroxide on carbon (2.81 g, 20% b/w palladium). The resulting suspension was purged with nitrogen and then heated to reflux for an hour. The reaction mixture was cooled to room temperature and filtered through arbocel to remove catalyst residues. The filtrate was reduced in vacuo and t... RXN SMILES: [F:1][c:2]1[cH:3][c:4]([CH2:9][C:10](=[O:11])[NH:12][CH:13]([CH3:14])[C:15](=[O:16])[OH:17])[cH:5][c:6]([F:8])[cH:7]1.[NH2:18][CH:19]([C:20](=[O:21])[O:22][CH2:23][CH3:24])[c:25]1[cH:26][cH:27][c:28]2[c:29]([cH:30][cH:31][s:32]2)[cH:33]1>>[F:1][c:2]1[cH:3][c:4]([CH2:9][C:10](=[O:11])[NH:12][CH:13]([CH3:14])[C:15](=[O:17])[NH:18][CH:19]([C:20](=[O:21])[O:22][CH2:23][CH3:24])[c:25]2[cH:26][cH:27][c:28]3[c:29]([cH:30][cH:31][s:32]3)[cH:33]2)[cH:5][c:6]([F:8])[cH:7]1. Yields the product CCOC(=O)C(NC(=O)C(C)NC(=O)Cc1cc(F)cc(F)c1)c1ccc2sccc2c1. The reactants are CC(NC(=O)Cc1cc(F)cc(F)c1)C(=O)O, CCOC(=O)C(N)c1ccc2sccc2c1. Reactants: C(C)OC(C1=C(N=C(C=C1C(F)(F)F)C1=CC=C(C=C1)OC(F)(F)F)C1CC1)=O (2-cyclopropyl-6-(4-trifluoromethoxy-phenyl)-4-trifluoromethyl-nicotinic acid ethyl ester), [H-].[Al+3].[Li+].[H-].[H-].[H-] (lithium aluminium hydride). Yields the product C1(CC1)C1=NC(=CC(=C1CO)C(F)(F)F)C1=CC=C(C=C1)OC(F)(F)F ([2-Cyclopropyl-6-(4-trifluoromethoxy-phenyl)-4-trifluoromethyl-pyridin-3-yl]-methanol). Reaction SMILES: C([O:3][C:4](=O)[C:5]1[C:10]([C:11]([F:14])([F:13])[F:12])=[CH:9][C:8]([C:15]2[CH:20]=[CH:19][C:18]([O:21][C:22]([F:25])([F:24])[F:23])=[CH:17][CH:16]=2)=[N:7][C:6]=1[CH:26]1[CH2:28][CH2:27]1)C.[H-].[Al+3].[Li+].[H-].[H-].[H-]>>[CH:26]1([C:6]2[C:5]([CH2:4][OH:3])=[C:10]([C:11]([F:12])([F:14])[F:13])[CH:9]=[C:8]([C:15]3[CH:20]=[CH:19][C:18]([O:21][C:22]([F:25])([F:23])[F:24])=[CH:17][CH:16]=3)[N:7]=2)[CH2:28][CH2:27]1 |f:1.2.3.4.5.6|. Reported procedure: In analogy to the procedure described in example 16 c], 2-cyclopropyl-6-(4-trifluoromethoxy-phenyl)-4-trifluoromethyl-nicotinic acid ethyl ester was treated with lithium aluminium hydride to give the title compound as colorless crystals. Starting materials: C1=CC=C(C=2OC3=C(C21)C=CC=C3)B(O)O (4-dibenzofuranboronic acid), ClC1=NC=CC=C1 (2-chloropyridine), P(=O)([O-])([O-])[O-].[K+].[K+].[K+] (potassium phosphate). Reagents/catalysts: C1(CCCCC1)P(C1=C(C=CC=C1)C1=C(C=CC=C1OC)OC)C1CCCCC1 (dicyclohexyl(2′,6′-dimethoxybiphenyl-2-yl)phosphine). Run in C1(=CC=CC=C1)C (toluene), O (water). The product is C1=CC=C(C=2OC3=C(C21)C=CC=C3)C3=NC=CC=C3 (2-(dibenzo[b,d]furan-4-yl)pyridine). Yield: 91.7%. RXN SMILES: [CH:1]1[C:9]2[C:8]3[CH:10]=[CH:11][CH:12]=[CH:13][C:7]=3[O:6][C:5]=2[C:4](B(O)O)=[CH:3][CH:2]=1.Cl[C:18]1[CH:23]=[CH:22][CH:21]=[CH:20][N:19]=1.P([O-])([O-])([O-])=O.[K+].[K+].[K+]>C1(C)C=CC=CC=1.O.C1(P(C2CCCCC2)C2C=CC=CC=2C2C(OC)=CC=CC=2OC)CCCCC1>[CH:1]1[C:9]2[C:8]3[CH:10]=[CH:11][CH:12]=[CH:13][C:7]=3[O:6][C:5]=2[C:4]([C:18]2[CH:23]=[CH:22][CH:21]=[CH:20][N:19]=2)=[CH:3][CH:2]=1 |f:2.3.4.5|. Reported procedure: 4-dibenzofuranboronic acid (5.0 g, 23.6 mmol), 2-chloropyridine (2.2 g, 20 mmol), dicyclohexyl(2′,6′-dimethoxybiphenyl-2-yl)phosphine (S-Phos) (0.36 g, 0.8 mmol), and potassium phosphate (11.4 g, 50 mmol) were mixed in 100 mL of toluene and 10 mL of water. Nitrogen is bubbled directly into the mixture for 30 minutes. Next, Pd2(dba)3 was added (0.18 g, 0.2 mmol) and the mixture was heated to reflux under nitrogen for 8 h. The mixture was cooled and the organic layer was separated. The organic lay...